This data is from the Open Reaction Database (ORD), a public repository of structured organic reaction records. The task is: describe an organic reaction: reactants, conditions, products, and yield The reactants are solution, FC1=C(C=CC(=C1)F)[Mg]Br (2,4-difluorophenylmagnesium bromide), ClCC([C@@H](C)O[Si](C)(C)C)=O ((R)-1-chloro-3-(trimethylsilyloxy)butan-2-one), saturated aqueous solution, [Cl-].[NH4+] (ammonium chloride), O (water). Solvent: C1CCOC1 (THF). Run at time 10 minute. Yields the product ClCC(C(C)O)(O)C1=C(C=C(C=C1)F)F (1-chloro-2-(2,4-difluorophenyl)butane-2,3-diol). As a reaction SMILES: [Cl:1][CH2:2][C:3](=[O:11])[C@H:4]([O:6][Si](C)(C)C)[CH3:5].[F:12][C:13]1[CH:18]=[C:17]([F:19])[CH:16]=[CH:15][C:14]=1[Mg]Br.[Cl-].[NH4+].O>C1COCC1>[Cl:1][CH2:2][C:3]([C:16]1[CH:15]=[CH:14][C:13]([F:12])=[CH:18][C:17]=1[F:19])([OH:11])[CH:4]([OH:6])[CH3:5] |f:2.3|. Reported procedure: A solution of 0.7 g (3.6 mmol) of (R)-1-chloro-3-(trimethylsilyloxy)butan-2-one in 5 mL of THF was cooled to 0° C., 5.4 mL (3.8 mmol) of a 0.7 M solution of 2,4-difluorophenylmagnesium bromide prepared by the same method as that in Example 3 was added dropwise thereto over a period of 10 minutes. After the completion of the dropwise addition, stirring was continued for another 5 hours, and 10 mL of a saturated aqueous solution of ammonium chloride was added to stop the reaction. Furthermore, 10 ... Starting materials: CC#N, COC(=O)Cl, CN(C)C=O, O, c1ccncc1, O=C1C(=NO)c2ccccc2-c2ccccc21. Yields the product COC(=O)ON=C1C(=O)c2ccccc2-c2ccccc21. Reaction SMILES: [CH3:35][C:36]#[N:37].[Cl:24][C:25](=[O:26])[O:27][CH3:28].[O:30]=[CH:31][N:32]([CH3:33])[CH3:34].[OH2:29].[cH:18]1[cH:19][cH:20][n:21][cH:22][cH:23]1.[cH:1]1[cH:2][cH:3][cH:4][c:5]2[c:14]1[C:13](=[O:15])[C:12](=[N:16][OH:17])[c:11]1[c:6]-2[cH:7][cH:8][cH:9][cH:10]1>>[cH:1]1[cH:2][cH:3][cH:4][c:5]2[c:14]1[C:13](=[O:15])[C:12](=[N:16][O:17][C:25](=[O:26])[O:27][CH3:28])[c:11]1[c:6]-2[cH:7][cH:8][cH:9][cH:10]1. Reactants: palladium tetrakistriphenylphosphine, C(C)(C)(C)[SiH2]OC([C@H]1[C@H](OC(O1)(C)C)COC=1C=C2C(C3=C(C4=C(O3)C=C(C=C4)OS(=O)(=O)C(F)(F)F)C(C2=CC1)=O)(C)C)(C)C (Trifluoro-methanesulfonic acid 8-[(4R,5R)-5-(tert-butyl-dimethyl-silanyloxymethyl)-2,2-dimethyl-[1,3]dioxolan-4-yl methoxy]-6,6 dimethyl-11-oxo-6,11-dihydro-benzo[b]naphth[2,3-d]furan-3-yl ester), CN(C)C=O (DMF), C(C)(=O)OCC (ethyl acetate). The reagents and catalysts are [C-]#N.[Zn+2].[C-]#N (zinc (II) cyanide). Conditions: temperature 200 celsius. The product is C(C)(C)(C)[SiH2]OC([C@H]1[C@H](OC(O1)(C)C)COC=1C=C2C(C3=C(C4=C(O3)C=C(C=C4)C#N)C(C2=CC1)=O)(C)C)(C)C (8-[(4R,5R)-5-(Tert-butyl-dimethyl-silanyloxymethyl)-2,2-dimethyl-[1,3]dioxolan-4-yl methoxy]-6,6-dimethyl-11-oxo-6,11-dihydro-benzo[b]naphth[2,3-d]furane-3-carbonitrile). RXN SMILES: [C:1]([SiH2:5][O:6][C:7]([CH3:46])([CH3:45])[C@@H:8]1[O:12][C:11]([CH3:14])([CH3:13])[O:10][C@@H:9]1[CH2:15][O:16][C:17]1[CH:18]=[C:19]2[C:39](=[CH:40][CH:41]=1)[C:38](=[O:42])[C:22]1[C:23]3[CH:29]=[CH:28][C:27](OS(C(F)(F)F)(=O)=O)=[CH:26][C:24]=3[O:25][C:21]=1[C:20]2([CH3:44])[CH3:43])([CH3:4])([CH3:3])[CH3:2].C(OCC)(=O)C.[CH3:53][N:54](C=O)C>[C-]#N.[Zn+2].[C-]#N>[C:1]([SiH2:5][O:6][C:7]([CH3:45])([CH3:46])[C@@H:8]1[O:12][C:11]([CH3:13])([CH3:14])[O:10][C@@H:9]1[CH2:15][O:16][C:17]1[CH:18]=[C:19]2[C:39](=[CH:40][CH:41]=1)[C:38](=[O:42])[C:22]1[C:23]3[CH:29]=[CH:28][C:27]([C:53]#[N:54])=[CH:26][C:24]=3[O:25][C:21]=1[C:20]2([CH3:44])[CH3:43])([CH3:2])([CH3:3])[CH3:4] |f:3.4.5|. Procedure details: Trifluoro-methanesulfonic acid 8-[(4R,5R)-5-(tert-butyl-dimethyl-silanyloxymethyl)-2,2-dimethyl-[1,3]dioxolan-4-yl methoxy]-6,6 dimethyl-11-oxo-6,11-dihydro-benzo[b]naphth[2,3-d]furan-3-yl ester (Compound Z14, 24 mg) was dissolved in DMF (0.5 mL), added with zinc (II) cyanide (8.2 mg) and palladium tetrakistriphenylphosphine (2.0 mg), and the mixture was stirred under heating at 200° C. for 20 min with microwave irradiation. To the reaction mixture, ethyl acetate was added and the organic layer ... Reactants: ClCOC(COCc1ccccc1)COCc1ccccc1, Clc1nc(OCc2ccccc2)c2[nH]cnc2n1, [H-], [Na+], CN(C)C=O. The product is Clc1nc(OCc2ccccc2)c2ncn(COC(COCc3ccccc3)COCc3ccccc3)c2n1. As a reaction SMILES: [CH2:21]([c:22]1[cH:23][cH:24][cH:25][cH:26][cH:27]1)[O:28][CH2:29][CH:30]([CH2:31][O:32][CH2:33][c:34]1[cH:35][cH:36][cH:37][cH:38][cH:39]1)[O:40][CH2:41][Cl:42].[Cl:1][c:2]1[n:3][c:4]([O:11][CH2:12][c:13]2[cH:14][cH:15][cH:16][cH:17][cH:18]2)[c:5]2[nH:6][cH:7][n:8][c:9]2[n:10]1.[H-:20].[Na+:19].[O:43]=[CH:44][N:45]([CH3:46])[CH3:47]>>[Cl:1][c:2]1[n:3][c:4]([O:11][CH2:12][c:13]2[cH:14][cH:15][cH:16][cH:17][cH:18]2)[c:5]2[n:6][cH:7][n:8]([CH2:41][O:40][CH:30]([CH2:29][O:28][CH2:21][c:22]3[cH:23][cH:24][cH:25][cH:26][cH:27]3)[CH2:31][O:32][CH2:33][c:34]3[cH:35][cH:36][cH:37][cH:38][cH:39]3)[c:9]2[n:10]1. Reactants: C(Cl)(Cl)Cl.CO (CHCl3 MeOH), C(C)(=O)O (acetic acid), BrC1=NC(=C2N=CN(C2=N1)[C@H]1[C@H]([C@H](OC(C)=O)[C@H](O1)COCC1=CC=CC=C1)F)Br (2,6-Dibromo-9-(3-O-acetyl-5-O-benzyl-2-deoxy-2-fluoro-β-D-arabinofuranosyl)-9H-purine), stainless steel, N (ammonia), O.[OH-].[Li+] (Lithium hydroxide monohydrate). Run at time 3 day. Yields the product BrC1=NC(=C2N=CN(C2=N1)[C@H]1[C@H]([C@H](O)[C@H](O1)CO)F)N (2-Bromo-9-(2-deoxy-2-fluoro-β-D-arabinofuranosyl)-9H-purin-6-amine). RXN SMILES: [Br:1][C:2]1[N:10]=[C:9]2[C:5]([N:6]=[CH:7][N:8]2[C@@H:11]2[O:19][C@H:18]([CH2:20][O:21]CC3C=CC=CC=3)[C@@H:13]([O:14]C(=O)C)[C@@H:12]2[F:29])=[C:4](Br)[N:3]=1.O.[OH-].[Li+].C(Cl)(Cl)Cl.CO.C(O)(=O)C.[NH3:44]>>[Br:1][C:2]1[N:10]=[C:9]2[C:5]([N:6]=[CH:7][N:8]2[C@@H:11]2[O:19][C@H:18]([CH2:20][OH:21])[C@@H:13]([OH:14])[C@@H:12]2[F:29])=[C:4]([NH2:44])[N:3]=1 |f:1.2.3,4.5|. Procedure details: A solution of 1a (5.84 g, 10.5 mmol) in 400 mL of ethanolic ammonia (saturated at 0° C.) was sealed in a glass-lined stainless steel bomb and left at room temperature for 3 days. The solution was evaporated to dryness and evaporated with ethanol to remove ammonia. The residue, containing the desired product and 5'-benzoyl compound, was dissolved in 440 mL of acetonitrile and 120 mL of water. Lithium hydroxide monohydrate (881 mg, 21 mmol) was added, and the solution was stirred for 16 hours at r... Starting materials: NCCCBr, Br, c1ccc(Cc2ncccc2-c2ccccc2)cc1, CCOC(C=CN(C)C)OCC, CN(C)C=O, [Pd], O=C(Cc1ccccc1)c1ccccc1, c1ccc(-c2cccnc2-c2ccccc2)cc1, O=C(Cc1ccccc1)Cc1ccccc1. The product is CN(C)C=CC=C(C(=O)c1ccccc1)c1ccccc1. RXN SMILES: [Br:70][CH2:71][CH2:72][CH2:73][NH2:74].[BrH:69].[CH2:34]([c:35]1[c:36](-[c:37]2[cH:38][cH:39][cH:40][cH:41][cH:42]2)[cH:43][cH:44][cH:45][n:46]1)[c:47]1[cH:48][cH:49][cH:50][cH:51][cH:52]1.[CH2:75]([O:76][CH:78]([O:77][CH2:84][CH3:85])[CH:79]=[CH:80][N:81]([CH3:82])[CH3:83])[CH3:86].[O:87]=[CH:88][N:89]([CH3:90])[CH3:91].[Pd:92].[c:19]1([C:25](=[O:26])[CH2:27][c:28]2[cH:29][cH:30][cH:31][cH:32][cH:33]2)[cH:20][cH:21][cH:22][cH:23][cH:24]1.[c:1]1(-[c:2]2[c:3](-[c:4]3[cH:5][cH:6][cH:7][cH:8][cH:9]3)[cH:10][cH:11][cH:12][n:13]2)[cH:14][cH:15][cH:16][cH:17][cH:18]1.[c:53]1([CH2:54][C:55]([CH2:56][c:57]2[cH:58][cH:59][cH:60][cH:61][cH:62]2)=[O:63])[cH:64][cH:65][cH:66][cH:67][cH:68]1>>[c:19]1([C:25](=[O:26])[C:27]([c:28]2[cH:29][cH:30][cH:31][cH:32][cH:33]2)=[CH:78][CH:79]=[CH:80][N:81]([CH3:82])[CH3:83])[cH:20][cH:21][cH:22][cH:23][cH:24]1. Starting materials: NC1=CC=C(C=C1)C1=C(NC2=NC=CC=C21)C(=O)N (3-(4-aminophenyl)-1H-pyrrolo[2,3-b]pyridine-2-carboxamide), CC1=C(C=C(C=C1)N=C=O)C(F)(F)F (4-methyl-3-trifluoromethylphenyl isocyanate). Product: solid, CC1=C(C=C(C=C1)NC(NC1=CC=C(C=C1)C1=C(NC2=NC=CC=C21)C(=O)N)=O)C(F)(F)F (3-{4-[3-(4-methyl-3-trifluoromethylphenyl)ureido]-phenyl}-1H-pyrrolo[2,3-b]pyridine-2-carboxamide). RXN SMILES: [NH2:1][C:2]1[CH:7]=[CH:6][C:5]([C:8]2[C:16]3[C:11](=[N:12][CH:13]=[CH:14][CH:15]=3)[NH:10][C:9]=2[C:17]([NH2:19])=[O:18])=[CH:4][CH:3]=1.[CH3:20][C:21]1[CH:26]=[CH:25][C:24]([N:27]=[C:28]=[O:29])=[CH:23][C:22]=1[C:30]([F:33])([F:32])[F:31]>>[CH3:20][C:21]1[CH:26]=[CH:25][C:24]([NH:27][C:28](=[O:29])[NH:1][C:2]2[CH:3]=[CH:4][C:5]([C:8]3[C:16]4[C:11](=[N:12][CH:13]=[CH:14][CH:15]=4)[NH:10][C:9]=3[C:17]([NH2:19])=[O:18])=[CH:6][CH:7]=2)=[CH:23][C:22]=1[C:30]([F:31])([F:32])[F:33]. Reported procedure: 47.1 mg of solid white 3-{4-[3-(4-methyl-3-trifluoromethylphenyl)ureido]-phenyl}-1H-pyrrolo[2,3-b]pyridine-2-carboxamide are prepared as described in Example 7 starting with 3-(4-aminophenyl)-1H-pyrrolo[2,3-b]pyridine-2-carboxamide and 4-methyl-3-trifluoromethylphenyl isocyanate. Starting materials: Cl (hydrogen chloride), C(C)OCC (ethyl ether), C(C)(CC)B(OC(C)C)OC(C)C (sec-butyldiisopropoxyborane), ClCCCC#C[Li] (5-chloro-1-pentynyllithium), ClCCCC#C (5-chloro-1-pentyne), C(CCC)[Li] (n-butyllithium). Solvent: O1CCCC1 (THF), O1CCCC1 (tetrahydrofuran). Conditions: temperature -78 celsius, time 1 hour. The product is C(C)(CC)B(OC(C)C)C#CCCCCl (sec-Butyl(5-chloro-1-pentynyl)isopropoxyborane). As a reaction SMILES: [Cl:1][CH2:2][CH2:3][CH2:4][C:5]#[C:6][Li].ClCCCC#C.C([Li])CCC.[CH:19]([B:23](OC(C)C)[O:24][CH:25]([CH3:27])[CH3:26])([CH2:21][CH3:22])[CH3:20].Cl.C(OCC)C>O1CCCC1>[CH:19]([B:23]([C:6]#[C:5][CH2:4][CH2:3][CH2:2][Cl:1])[O:24][CH:25]([CH3:27])[CH3:26])([CH2:21][CH3:22])[CH3:20]. Procedure details: To a tetrahydrofuran (THF) solution of 5-chloro-1-pentynyllithium prepared from 5-chloro-1-pentyne (5.43 g, 53 mmol) and n-butyllithium (20.4 mL, 53 mmol) cooled to -78° C. was added sec-butyldiisopropoxyborane (8.74, 48 mmol) in 48 mL THF. The reaction mixture was stirred at -78° C. for an additional 1 h, then quenched with hydrogen chloride in ethyl ether (15.5 mL, 53 mmol). The cooling bath was removed and the reaction mixture allowed to warm to room temperature. The lithium chloride was allo... Starting materials: [N+](=O)([O-])C1=CC=C(C=C1)NN1C=NN=C1 (4-[N-(4-nitrophenyl)amino]-4H-1,2,4-triazole), BrC1=CC=C(CBr)C=C1 (4-bromobenzyl bromide), C([O-])([O-])=O.[K+].[K+] (potassium carbonate). Solvent: C(C)#N (acetonitrile). Run at time 3 hour. Yields the product BrC1=CC=C(CN(C2=CC=C(C=C2)[N+](=O)[O-])N2C=NN=C2)C=C1 (4-[N-(4-bromobenzyl)-N-(4-nitrophenyl)amino]-4H-1,2,4-triazole). The yield is 61.8%. Reaction SMILES: [N+:1]([C:4]1[CH:9]=[CH:8][C:7]([NH:10][N:11]2[CH:15]=[N:14][N:13]=[CH:12]2)=[CH:6][CH:5]=1)([O-:3])=[O:2].[Br:16][C:17]1[CH:24]=[CH:23][C:20]([CH2:21]Br)=[CH:19][CH:18]=1.C(=O)([O-])[O-].[K+].[K+]>C(#N)C>[Br:16][C:17]1[CH:24]=[CH:23][C:20]([CH2:21][N:10]([N:11]2[CH:15]=[N:14][N:13]=[CH:12]2)[C:7]2[CH:6]=[CH:5][C:4]([N+:1]([O-:3])=[O:2])=[CH:9][CH:8]=2)=[CH:19][CH:18]=1 |f:2.3.4|. Reported procedure: 8 Milliliters of acetonitrile was added to 0.63 g of 4-[N-(4-nitrophenyl)amino]-4H-1,2,4-triazole, 0.82 g of 4-bromobenzyl bromide and 0.62 g of anhydrous potassium carbonate and the mixture was stirred for 3 hours at room temperature. The solvent was removed by distillation under reduced pressure, and water was added to the residue obtained, which was then extracted with chloroform. The chloroform layer separated was washed with water and dried over anhydrous magnesium sulfate, and the solvent ... Reactants: C1=CCCCC1 (cyclohexene), P12(=S)SP3(=S)SP(=S)(S1)SP(=S)(S2)S3 (phosphorus pentasulfide). The product is C1(=CCCCC1)P(=S)=S (cyclohexenylthionophosphine sulfide). RXN SMILES: [CH:1]1[CH2:6][CH2:5][CH2:4][CH2:3][CH:2]=1.[P:7]12(SP3(SP(SP(S3)(S1)=S)(=S)[S:9]2)=S)=[S:8]>>[C:1]1([P:7](=[S:9])=[S:8])[CH2:6][CH2:5][CH2:4][CH2:3][CH:2]=1. Reported procedure: Fay and Lankhelma, in J. Am. Chem. Soc., 74, 4933-5 (1952), disclose the reaction of cyclohexene and phosphorus pentasulfide to produce Δ2 -cyclohexenylthionophosphine sulfide, which they propose exists as the dimer having the formula ##STR2##